Dataset: the Open Reaction Database (ORD), a public repository of structured organic reaction records. Task: describe an organic reaction: reactants, conditions, products, and yield Reactants: BrCCCCN1C(C2=C(CCC1=O)C=CC=C2)=O (2-(4-bromobutyl)-1,3,4,5-tetrahydro-2-benzazepine-1,3-dione), N1=C(N=CC=C1)N1CCNCC1 (1-(2-pyrimidinyl)piperazine). Solvent: O1CCOCC1 (dioxane). The product is N1=C(N=CC=C1)N1CCN(CC1)CCCCN1C(C2=C(CCC1=O)C=CC=C2)=O (2-(4-(4-(2-pyrimidinyl)piperazinyl)butyl)-1,3,4,5-tetrahydro-2-benzazepine-1,3-dione). Yield: 86.5%. As a reaction SMILES: Br[CH2:2][CH2:3][CH2:4][CH2:5][N:6]1[C:12](=[O:13])[CH2:11][CH2:10][C:9]2[CH:14]=[CH:15][CH:16]=[CH:17][C:8]=2[C:7]1=[O:18].[N:19]1[CH:24]=[CH:23][CH:22]=[N:21][C:20]=1[N:25]1[CH2:30][CH2:29][NH:28][CH2:27][CH2:26]1>O1CCOCC1>[N:19]1[CH:24]=[CH:23][CH:22]=[N:21][C:20]=1[N:25]1[CH2:30][CH2:29][N:28]([CH2:2][CH2:3][CH2:4][CH2:5][N:6]2[C:12](=[O:13])[CH2:11][CH2:10][C:9]3[CH:14]=[CH:15][CH:16]=[CH:17][C:8]=3[C:7]2=[O:18])[CH2:27][CH2:26]1. Procedure: To a solution of 99.3 mg of the compound of Example 16 dissolved in 10 ml of dioxane was added 158 mg (3 equivalents) of 1-(2-pyrimidinyl)piperazine, followed by heating under reflux for 8 hours. The reaction treatment and purification were conducted similarly as in Example 17 to obtain 109 mg of the desired compound (yield 87%). The maleate was obtained by converting the product to maleate in a conventional manner, followed by recrystallization from methylene chloride-ether. The reactants are FC=1C=C(C(=O)OC)C=C(C1F)F (methyl 3,4,5-trifluorobenzoate), C([O-])([O-])=O.[K+].[K+] (potassium carbonate), CS(=O)C (DMSO), solution, C1(=CC=CC2=CC=CC=C12)[C@@H](C)N(C(OC(C)(C)C)=O)CC1C(CNCC1)C1=CC=CC=C1 (tert-butyl [(1R)-1-(1-naphthyl)ethyl][(3-phenylpiperidin-4-yl)methyl]carbamate). Run in C1CCOC1 (THF), O (water). Reaction conditions: temperature 100 celsius, time 8 hour. Product: C(C)(C)(C)OC(=O)N([C@H](C)C1=CC=CC2=CC=CC=C12)CC1C(CN(CC1)C1=C(C=C(C(=O)OC)C=C1F)F)C1=CC=CC=C1 (methyl 4-[4-({(tert-butoxycarbonyl)[(1R)-1-(1-naphthyl)ethyl]amino}methyl)-3-phenylpiperidin-1-yl]-3,5-difluorobenzoate). RXN SMILES: [F:1][C:2]1[CH:3]=[C:4]([CH:9]=[C:10]([F:13])[C:11]=1F)[C:5]([O:7][CH3:8])=[O:6].C(=O)([O-])[O-].[K+].[K+].CS(C)=O.[C:24]1([C@H:34]([N:36]([CH2:44][CH:45]2[CH2:50][CH2:49][NH:48][CH2:47][CH:46]2[C:51]2[CH:56]=[CH:55][CH:54]=[CH:53][CH:52]=2)[C:37](=[O:43])[O:38][C:39]([CH3:42])([CH3:41])[CH3:40])[CH3:35])[C:33]2[C:28](=[CH:29][CH:30]=[CH:31][CH:32]=2)[CH:27]=[CH:26][CH:25]=1>C1COCC1.O>[C:39]([O:38][C:37]([N:36]([CH2:44][CH:45]1[CH2:50][CH2:49][N:48]([C:11]2[C:10]([F:13])=[CH:9][C:4]([C:5]([O:7][CH3:8])=[O:6])=[CH:3][C:2]=2[F:1])[CH2:47][CH:46]1[C:51]1[CH:52]=[CH:53][CH:54]=[CH:55][CH:56]=1)[C@@H:34]([C:24]1[C:33]2[C:28](=[CH:29][CH:30]=[CH:31][CH:32]=2)[CH:27]=[CH:26][CH:25]=1)[CH3:35])=[O:43])([CH3:40])([CH3:41])[CH3:42] |f:1.2.3|. Procedure details: To a mixture of 116 mg of methyl 3,4,5-trifluorobenzoate, 113 mg of potassium carbonate, and 2.0 mL of DMSO was added 181 mg of a solution of tert-butyl [(1R)-1-(1-naphthyl)ethyl][(3-phenylpiperidin-4-yl)methyl]carbamate in 3.0 mL of THF at room temperature. It was stirred at 100° C. overnight, and then cooled. To the reaction mixture was added water, followed by extraction with ethyl acetate, and the organic layer was then washed with water and saturated brine in this order, and dried over anhy...